From a dataset of the Open Reaction Database (ORD), a public repository of structured organic reaction records. describe an organic reaction: reactants, conditions, products, and yield The reactants are C=O (formaldehyde), N1CC(C1)CN1N=C(C2=CC(=CC=C12)OC(F)F)C=1N=C2C(=NC1)N(C=C2C(=O)NC(C)(C)C)COCC[Si](C)(C)C (2-(1-(azetidin-3-ylmethyl)-5-(difluoromethoxy)-1H-indazol-3-yl)-N-tert-butyl-5-((2-(trimethylsilyl)ethoxy)methyl)-5H-pyrrolo[2,3-b]pyrazine-7-carboxamide), C(C)(=O)O[BH-](OC(C)=O)OC(C)=O.[Na+] (sodium triacetoxyborohydride). Run in CO (methanol). Run at time 15 hour. Yields the product C(C)(C)(C)NC(=O)C1=CN(C2=NC=C(N=C21)C2=NN(C1=CC=C(C=C21)OC(F)F)CC2CN(C2)C)COCC[Si](C)(C)C (N-tert-butyl-2-(5-(difluoromethoxy)-1-((1-methylazetidin-3-yl)methyl)-1H-indazol-3-yl)-5-((2-(trimethylsilyl)ethoxy)methyl)-5H-pyrrolo[2,3-b]pyrazine-7-carboxamide). The yield is 87.1%. RXN SMILES: [NH:1]1[CH2:4][CH:3]([CH2:5][N:6]2[C:14]3[C:9](=[CH:10][C:11]([O:15][CH:16]([F:18])[F:17])=[CH:12][CH:13]=3)[C:8]([C:19]3[N:20]=[C:21]4[C:27]([C:28]([NH:30][C:31]([CH3:34])([CH3:33])[CH3:32])=[O:29])=[CH:26][N:25]([CH2:35][O:36][CH2:37][CH2:38][Si:39]([CH3:42])([CH3:41])[CH3:40])[C:22]4=[N:23][CH:24]=3)=[N:7]2)[CH2:2]1.C=O.[C:45](O[BH-](OC(=O)C)OC(=O)C)(=O)C.[Na+]>CO>[C:31]([NH:30][C:28]([C:27]1[C:21]2[C:22](=[N:23][CH:24]=[C:19]([C:8]3[C:9]4[C:14](=[CH:13][CH:12]=[C:11]([O:15][CH:16]([F:18])[F:17])[CH:10]=4)[N:6]([CH2:5][CH:3]4[CH2:4][N:1]([CH3:45])[CH2:2]4)[N:7]=3)[N:20]=2)[N:25]([CH2:35][O:36][CH2:37][CH2:38][Si:39]([CH3:42])([CH3:41])[CH3:40])[CH:26]=1)=[O:29])([CH3:33])([CH3:34])[CH3:32] |f:2.3|. Reported procedure: To a stirred solution of 2-(1-(azetidin-3-ylmethyl)-5-(difluoromethoxy)-1H-indazol-3-yl)-N-tert-butyl-5-((2-(trimethylsilyl)ethoxy)methyl)-5H-pyrrolo[2,3-b]pyrazine-7-carboxamide (37 mg, 61.7 μmol) in methanol (4 mL), cooled to 0° C. with ice bath, was added aqueous formaldehyde (1 mL, 13.4 mmol), followed by the addition of sodium triacetoxyborohydride (29.4 mg, 139 μmol). The reaction mixture was stirred at room temperature for 15 h then concentrated and purified by chromatography (silica, 4 g... Starting materials: B(Br)(Br)Br (boron tribromide), CN1N=NC(=C1C1=CC=C(C=C1)O)C1=CC=NC=C1 (4-(3-methyl-5-(pyridin-4-yl)-3H-1,2,3-triazol-4-yl)phenol), ClCCl (dichloromethane), COC1=CC=C(C=C1)C=1N(C=CN1)C1=CC=NC=C1 (4-(2-(4-methoxyphenyl)-1H-imidazol-1-yl)pyridine). Solvent: CC(C)O (2-propanol). The product is N1=CC=C(C=C1)N1C(=NC=C1)C1=CC=C(C=C1)O (4-(1-(pyridin-4-yl)-1H-imidazol-2-yl)phenol). Isolated yield 75.9%. RXN SMILES: CN1C(C2C=CC(O)=CC=2)=C(C2C=CN=CC=2)N=N1.ClCCl.C[O:24][C:25]1[CH:30]=[CH:29][C:28]([C:31]2[N:32]([C:36]3[CH:41]=[CH:40][N:39]=[CH:38][CH:37]=3)[CH:33]=[CH:34][N:35]=2)=[CH:27][CH:26]=1.B(Br)(Br)Br>CC(O)C>[N:39]1[CH:38]=[CH:37][C:36]([N:32]2[CH:33]=[CH:34][N:35]=[C:31]2[C:28]2[CH:29]=[CH:30][C:25]([OH:24])=[CH:26][CH:27]=2)=[CH:41][CH:40]=1. Reported procedure: According to the procedure for preparation of 4-(3-methyl-5-(pyridin-4-yl)-3H-1,2,3-triazol-4-yl)phenol, except that 4:1 dichloromethane:2-propanol was used in place of ethyl acetate to extract the product, 4-(2-(4-methoxyphenyl)-1H-imidazol-1-yl)pyridine (125 mg, 0.5 mmol) was treated with 1.25 mmol of boron tribromide to give 90 mg of a colorless solid. 1H NMR (CDCl3, 400 mHz) δ 8.52 (d, 2H, J=6 Hz), 7.14 (m, 2H), 7.11-7.08 (m, 4H), 6.79 (m, 2H), 2.94 (br, 1 H). The reactants are CCN=C=NCCCN(C)C, CCN(C(C)C)C(C)C, Cl, Cl, Cl, FC(F)(F)c1ccccc1NC1CCNCC1, CN(C)C=O, O, On1nnc2ccccc21, O=C(O)CC(=O)Nc1ccc(-c2ccccc2)nc1. The product is O=C(CC(=O)N1CCC(Nc2ccccc2C(F)(F)F)CC1)Nc1ccc(-c2ccccc2)nc1. RXN SMILES: [CH3:39][CH2:40][N:41]=[C:42]=[N:43][CH2:44][CH2:45][CH2:46][N:47]([CH3:48])[CH3:49].[CH:20]([N:21]([CH2:22][CH3:23])[CH:24]([CH3:25])[CH3:26])([CH3:27])[CH3:28].[ClH:50].[ClH:51].[ClH:52].[F:53][C:54]([c:55]1[c:56]([NH:61][CH:62]2[CH2:63][CH2:64][NH:65][CH2:66][CH2:67]2)[cH:57][cH:58][cH:59][cH:60]1)([F:68])[F:69].[O:70]=[CH:71][N:72]([CH3:73])[CH3:74].[OH2:75].[OH:29][n:30]1[c:31]2[c:32]([cH:33][cH:34][cH:35][cH:36]2)[n:37][n:38]1.[c:1]1(-[c:7]2[cH:8][cH:9][c:10]([NH:13][C:14]([CH2:15][C:16](=[O:17])[OH:18])=[O:19])[cH:11][n:12]2)[cH:2][cH:3][cH:4][cH:5][cH:6]1>>[c:1]1(-[c:7]2[cH:8][cH:9][c:10]([NH:13][C:14]([CH2:15][C:16](=[O:18])[N:65]3[CH2:64][CH2:63][CH:62]([NH:61][c:56]4[c:55]([C:54]([F:53])([F:68])[F:69])[cH:60][cH:59][cH:58][cH:57]4)[CH2:67][CH2:66]3)=[O:19])[cH:11][n:12]2)[cH:2][cH:3][cH:4][cH:5][cH:6]1. The reactants are CC(=O)OCc1c(CC2=CCOC2=O)ccc(C(=O)OC(C)(C)C)c1C, CCOC(C)=O, CO, [H][H]. The product is CC(=O)OCc1c(CC2CCOC2=O)ccc(C(=O)OC(C)(C)C)c1C. As a reaction SMILES: [C:1]([CH3:2])(=[O:3])[O:4][CH2:5][c:6]1[c:7]([CH3:26])[c:8]([C:19](=[O:20])[O:21][C:22]([CH3:23])([CH3:24])[CH3:25])[cH:9][cH:10][c:11]1[CH2:12][C:13]1=[CH:17][CH2:16][O:15][C:14]1=[O:18].[CH3:29][CH2:30][O:31][C:32](=[O:33])[CH3:34].[CH3:35][OH:36].[H:27][H:28]>>[C:1]([CH3:2])(=[O:3])[O:4][CH2:5][c:6]1[c:7]([CH3:26])[c:8]([C:19](=[O:20])[O:21][C:22]([CH3:23])([CH3:24])[CH3:25])[cH:9][cH:10][c:11]1[CH2:12][CH:13]1[C:14](=[O:18])[O:15][CH2:16][CH2:17]1. The reactants are C=CCC(OC1C(COCc2ccccc2)OC(OC(C)=O)C1OC(C)=O)c1ccccc1, CC#N, [Na+], O=C([O-])O, C[Si](C)(C)OS(=O)(=O)C(F)(F)F, Cc1c[nH]c(=O)[nH]c1=O. Product: C=CCC(OC1C(COCc2ccccc2)OC(n2cc(C)c(=O)[nH]c2=O)C1OC(C)=O)c1ccccc1. Reaction SMILES: [CH2:1]([CH:2]=[CH2:3])[CH:4]([c:5]1[cH:6][cH:7][cH:8][cH:9][cH:10]1)[O:11][CH:12]1[CH:13]([O:30][C:31]([CH3:32])=[O:33])[CH:14]([O:15][C:16](=[O:17])[CH3:18])[O:19][CH:20]1[CH2:21][O:22][CH2:23][c:24]1[cH:25][cH:26][cH:27][cH:28][cH:29]1.[CH3:60][C:61]#[N:62].[Na+:55].[OH:56][C:57](=[O:58])[O-:59].[S:43]([O:44][Si:45]([CH3:46])([CH3:47])[CH3:48])([C:49]([F:50])([F:51])[F:52])(=[O:53])=[O:54].[nH:34]1[c:35](=[O:36])[nH:37][c:38](=[O:39])[c:40]([CH3:41])[cH:42]1>>[CH2:1]([CH:2]=[CH2:3])[CH:4]([c:5]1[cH:6][cH:7][cH:8][cH:9][cH:10]1)[O:11][CH:12]1[CH:13]([O:30][C:31]([CH3:32])=[O:33])[CH:14]([n:34]2[c:35](=[O:36])[nH:37][c:38](=[O:39])[c:40]([CH3:41])[cH:42]2)[O:19][CH:20]1[CH2:21][O:22][CH2:23][c:24]1[cH:25][cH:26][cH:27][cH:28][cH:29]1. Reactants: O=[N+]([O-])c1cc(C(F)(F)F)ccc1Br, CCCC[Sn](CCCC)(CCCC)c1ccc(C(F)(F)F)cc1[N+](=O)[O-], COc1ccc2c(c1)CCC(OS(=O)(=O)C(F)(F)F)=C2. The product is COc1ccc2c(c1)CCC(c1ccc(C(F)(F)F)cc1[N+](=O)[O-])=C2. RXN SMILES: [Br:1][c:2]1[c:3]([N+:12](=[O:13])[O-:14])[cH:4][c:5]([C:8]([F:9])([F:10])[F:11])[cH:6][cH:7]1.[CH2:15]([Sn:16]([CH2:17][CH2:18][CH2:19][CH3:20])([CH2:21][CH2:22][CH2:23][CH3:24])[c:25]1[cH:26][cH:27][c:28]([C:29]([F:30])([F:31])[F:32])[cH:33][c:34]1[N+:35]([O-:36])=[O:37])[CH2:38][CH2:39][CH3:40].[F:41][C:42]([F:43])([F:44])[S:45]([O:46][C:47]1=[CH:48][c:49]2[cH:50][cH:51][c:52]([O:57][CH3:58])[cH:53][c:54]2[CH2:55][CH2:56]1)(=[O:59])=[O:60]>>[c:2]1([C:47]2=[CH:48][c:49]3[cH:50][cH:51][c:52]([O:57][CH3:58])[cH:53][c:54]3[CH2:55][CH2:56]2)[c:3]([N+:12](=[O:13])[O-:14])[cH:4][c:5]([C:8]([F:9])([F:10])[F:11])[cH:6][cH:7]1. Starting materials: Amide, C(Cl)Cl.CO (DCM MeOH), CC=1C=CC=2N(C1)C=C(N2)C2=CC=C(N)C=C2 (4-(6-methylimidazo[1,2-a]pyridin-2-yl)aniline), COC1=CC=C(C(=O)Cl)C=C1 (4-methoxybenzoyl chloride). Run in N1=CC=CC=C1 (pyridine). Yields the product COC1=CC=C(C(=O)NC2=CC=C(C=C2)C=2N=C3N(C=C(C=C3)C)C2)C=C1 (4-Methoxy-N-[4-(6-methylimidazo[1,2-a]pyridin-2-yl)phenyl]benzamide). Isolated yield 79.3%. RXN SMILES: [CH3:1][C:2]1[CH:3]=[CH:4][C:5]2[N:6]([CH:8]=[C:9]([C:11]3[CH:17]=[CH:16][C:14]([NH2:15])=[CH:13][CH:12]=3)[N:10]=2)[CH:7]=1.[CH3:18][O:19][C:20]1[CH:28]=[CH:27][C:23]([C:24](Cl)=[O:25])=[CH:22][CH:21]=1.C(Cl)Cl.CO>N1C=CC=CC=1>[CH3:18][O:19][C:20]1[CH:28]=[CH:27][C:23]([C:24]([NH:15][C:14]2[CH:16]=[CH:17][C:11]([C:9]3[N:10]=[C:5]4[CH:4]=[CH:3][C:2]([CH3:1])=[CH:7][N:6]4[CH:8]=3)=[CH:12][CH:13]=2)=[O:25])=[CH:22][CH:21]=1 |f:2.3|. Procedure: Prepared as described in the Amide Coupling section using 4-(6-methylimidazo[1,2-a]pyridin-2-yl)aniline (70 mg, 0.314 mmol) and 4-methoxybenzoyl chloride (54 mg, 0.314 mmol) in dry pyridine (5 ml) to give the title compound (89 mg, 79%) as a pale yellow solid after work-up and flash chromatography (15:1 DCM/MeOH).